From a dataset of the Open Reaction Database (ORD), a public repository of structured organic reaction records. describe an organic reaction: reactants, conditions, products, and yield Reaction SMILES: [CH3:1][N:2]1[C:6]2[CH:7]=[C:8]([O:11][CH3:12])[CH:9]=[CH:10][C:5]=2[N:4]=[C:3]1[CH2:13][O:14][C:15]1[CH:20]=[CH:19][C:18]([C:21]([CH3:27])([OH:26])[C:22]([O:24]C)=[O:23])=[CH:17][CH:16]=1.[ClH:28].O1CCOCC1>CO>[ClH:28].[CH3:1][N:2]1[C:6]2[CH:7]=[C:8]([O:11][CH3:12])[CH:9]=[CH:10][C:5]=2[N:4]=[C:3]1[CH2:13][O:14][C:15]1[CH:20]=[CH:19][C:18]([C:21]([CH3:27])([OH:26])[C:22]([OH:24])=[O:23])=[CH:17][CH:16]=1 |f:1.2,4.5|. Product: Cl.CN1C(=NC2=C1C=C(C=C2)OC)COC2=CC=C(C=C2)C(C(=O)O)(O)C (4-(1-Methyl-6-methoxy-1H-benzimidazol-2-ylmethoxy)phenyllactic acid hydrochloride). Conditions: time 2 hour. Procedure details: A mixture of methyl 4-(1-methyl-6-methoxy-1H-benzimidazol-2-ylmethoxy)phenyllactate (0.2 g), methanol (5 ml) and 4N hydrogen chloride/dioxane (10 ml) was stirred at room temperature for 2 hours. The reaction mixture was concentrated to give crystals. The crystals were washed with a mixture of methanol and ether to afford the title compound (0.2 g, mp 193-195° C.). The reactants are CN1C(=NC2=C1C=C(C=C2)OC)COC2=CC=C(C=C2)C(C(=O)OC)(O)C (methyl 4-(1-methyl-6-methoxy-1H-benzimidazol-2-ylmethoxy)phenyllactate), Cl.O1CCOCC1 (hydrogen chloride dioxane). The solvent is CO (methanol). The reactants are C(=O)[O-].[NH4+] (ammonium formate), C(C1=CC=CC=C1)N1C[C@@]2(CC1)CN(C1=CC=CC(=C12)CNC(C)C)C=1C2=C(N=CN1)[C@@H](C[C@H]2C)O ((5R,7R)-4-((S)-1′-benzyl-4-((isopropylamino)methyl)spiro[indoline-3,3′-pyrrolidine]-1-yl)-5-methyl-6,7-dihydro-5H-cyclopenta[d]pyrimidin-7-ol). Reagents/catalysts: [Pd] (Pd/C). The solvent is CO (MeOH). Conditions: time 8 hour. The product is C(C)(C)NCC1=C2C(=CC=C1)N(C[C@]21CNCC1)C=1C2=C(N=CN1)[C@@H](C[C@H]2C)O ((5R,7R)-4-((S)-4-((isopropylamino)methyl)spiro[indoline-3,3′-pyrrolidine]-1-yl)-5-methyl-6,7-dihydro-5H-cyclopenta[d]pyrimidin-7-ol). Reaction SMILES: C([O-])=O.[NH4+].C([N:12]1[CH2:16][CH2:15][C@:14]2([C:24]3[C:19](=[CH:20][CH:21]=[CH:22][C:23]=3[CH2:25][NH:26][CH:27]([CH3:29])[CH3:28])[N:18]([C:30]3[C:31]4[C@H:38]([CH3:39])[CH2:37][C@@H:36]([OH:40])[C:32]=4[N:33]=[CH:34][N:35]=3)[CH2:17]2)[CH2:13]1)C1C=CC=CC=1>CO.[Pd]>[CH:27]([NH:26][CH2:25][C:23]1[CH:22]=[CH:21][CH:20]=[C:19]2[N:18]([C:30]3[C:31]4[C@H:38]([CH3:39])[CH2:37][C@@H:36]([OH:40])[C:32]=4[N:33]=[CH:34][N:35]=3)[CH2:17][C@@:14]3([CH2:15][CH2:16][NH:12][CH2:13]3)[C:24]=12)([CH3:29])[CH3:28] |f:0.1|. Reported procedure: Pd/C (35.2 mg, 0.017 mmol) and ammonium formate (52.2 mg, 0.827 mmol) was added to a solution of (5R,7R)-4-((S)-1′-benzyl-4-((isopropylamino)methyl)spiro[indoline-3,3′-pyrrolidine]-1-yl)-5-methyl-6,7-dihydro-5H-cyclopenta[d]pyrimidin-7-ol (40.0 mg, 0.083 mmol) in MeOH (3 mL). The resulting mixture was stirred at ambient temperature overnight. The reaction mixture was filtered, and the filtrate was concentrated and purified by Analogix chromatography (DCM/MeOH/1% NH4OH gradient) to give (5R,7R)-4... Reactants: CC=1SC=C(C1N)C(=O)OC (methyl 2-methyl-3-aminothiophene-4-carboxylate), [H-].[Al+3].[Li+].[H-].[H-].[H-] (lithium aluminum hydride). Run in C(C)OCC (diethyl ether). The product is NC1=C(SC=C1CO)C (3-Amino-2-methyl-4-hydroxymethylthiophene). Reaction SMILES: [CH3:1][C:2]1[S:3][CH:4]=[C:5]([C:8](OC)=[O:9])[C:6]=1[NH2:7].[H-].[Al+3].[Li+].[H-].[H-].[H-]>C(OCC)C>[NH2:7][C:6]1[C:5]([CH2:8][OH:9])=[CH:4][S:3][C:2]=1[CH3:1] |f:1.2.3.4.5.6|. Procedure details: m.p. 70°-71° C. by the reduction of methyl 2-methyl-3-aminothiophene-4-carboxylate with lithium aluminum hydride in diethyl ether. Starting materials: [Cl-], CC(C)(COS(=O)(=O)CCCCl)C(OCc1ccccc1)C(=O)O, O=C(Cl)C(=O)Cl, ClCCl, CN(C)C(=O)CO, c1ccncc1. Yields the product CN(C)C(=O)COC(=O)C(OCc1ccccc1)C(C)(C)COS(=O)(=O)CCCCl. Reaction SMILES: [Cl-:31].[Cl:1][CH2:2][CH2:3][CH2:4][S:5](=[O:6])(=[O:7])[O:8][CH2:9][C:10]([CH:11]([C:12](=[O:13])[OH:14])[O:15][CH2:16][c:17]1[cH:18][cH:19][cH:20][cH:21][cH:22]1)([CH3:23])[CH3:24].[Cl:25][C:26]([C:27]([Cl:28])=[O:29])=[O:30].[Cl:45][CH2:46][Cl:47].[OH:32][CH2:33][C:34](=[O:35])[N:36]([CH3:37])[CH3:38].[cH:39]1[cH:40][cH:41][n:42][cH:43][cH:44]1>>[Cl:1][CH2:2][CH2:3][CH2:4][S:5](=[O:6])(=[O:7])[O:8][CH2:9][C:10]([CH:11]([C:12](=[O:13])[O:14][CH2:33][C:34](=[O:35])[N:36]([CH3:37])[CH3:38])[O:15][CH2:16][c:17]1[cH:18][cH:19][cH:20][cH:21][cH:22]1)([CH3:23])[CH3:24].